From a dataset of the Open Reaction Database (ORD), a public repository of structured organic reaction records. describe an organic reaction: reactants, conditions, products, and yield Starting materials: ClC1=C2C=CN=CC2=CC=C1F (5-Chloro-6-fluoro-isoquinoline), O1CCOC12CCC(CC2)O (1,4-Dioxa-spiro[4.5]decan-8-ol), [H-].[Na+] (sodium hydride), O1CCOC12CCC(CC2)O (1,4-dioxa-spiro[4.5]decan-8-ol), [H-].[Na+] (sodium hydride). The solvent is CN(C)C=O (DMF), CN(C)C=O (DMF). Run at time 30 minute. Yields the product ClC1=C2C=CN=CC2=CC=C1OC1CCC2(OCCO2)CC1 (5-Chloro-6-(1,4-dioxa-spiro[4.5]dec-8-yloxy)-isoquinoline). As a reaction SMILES: [O:1]1[C:5]2([CH2:10][CH2:9][CH:8]([OH:11])[CH2:7][CH2:6]2)[O:4][CH2:3][CH2:2]1.[H-].[Na+].[Cl:14][C:15]1[C:24](F)=[CH:23][CH:22]=[C:21]2[C:16]=1[CH:17]=[CH:18][N:19]=[CH:20]2>CN(C=O)C>[Cl:14][C:15]1[C:24]([O:11][CH:8]2[CH2:9][CH2:10][C:5]3([O:4][CH2:3][CH2:2][O:1]3)[CH2:6][CH2:7]2)=[CH:23][CH:22]=[C:21]2[C:16]=1[CH:17]=[CH:18][N:19]=[CH:20]2 |f:1.2|. Procedure details: 887 mg (5.61 mmol) 1,4-Dioxa-spiro[4.5]decan-8-ol were dissolved in 50 ml DMF and 224 mg (5.61 mmol) sodium hydride (60%) were added. After stirring for 30 minutes at room temperature, a solution of 815 mg (4.49 mmol) 5-chloro-6-fluoro-isoquinoline (8) in 10 ml DMF was added and the mixture was heated to 100° C. After 4 h one additional equivalent of 1,4-dioxa-spiro[4.5]decan-8-ol and sodium hydride were added and stirring was continued at 100° C. After 1.5 h complete conversion could be detecte... The reactants are Nc1nccc(-c2ccc3noc(-c4cccc(Br)c4)c3c2)n1, C1CCOC1, [H-], [Na+], CN(C)C=O, CN(C)C=O, O=C(Cl)c1cccs1. The product is O=C(Nc1nccc(-c2ccc3noc(-c4cccc(Br)c4)c3c2)n1)c1cccs1. Reaction SMILES: [Br:1][c:2]1[cH:3][c:4](-[c:8]2[c:9]3[c:10]([n:11][o:12]2)[cH:13][cH:14][c:15](-[c:17]2[n:18][c:19]([NH2:23])[n:20][cH:21][cH:22]2)[cH:16]3)[cH:5][cH:6][cH:7]1.[CH2:39]1[O:40][CH2:41][CH2:42][CH2:43]1.[H-:24].[Na+:25].[O:34]=[CH:35][N:36]([CH3:37])[CH3:38].[O:44]=[CH:45][N:46]([CH3:47])[CH3:48].[s:26]1[c:27]([C:31](=[O:32])[Cl:33])[cH:28][cH:29][cH:30]1>>[Br:1][c:2]1[cH:3][c:4](-[c:8]2[c:9]3[c:10]([n:11][o:12]2)[cH:13][cH:14][c:15](-[c:17]2[n:18][c:19]([NH:23][C:31]([c:27]4[s:26][cH:30][cH:29][cH:28]4)=[O:32])[n:20][cH:21][cH:22]2)[cH:16]3)[cH:5][cH:6][cH:7]1. The reactants are O (H2O), BrN1C(CCC1=O)=O (N-bromosuccinimide), NC1=CC=C(CC2=CC=NC=C2)C=C1 (4-(4-aminobenzyl)pyridine). The solvent is [Al] (aluminum), CN(C=O)C (dimethylformamide), CN(C=O)C (dimethylformamide). Run at time 3 hour. Yields the product NC1=C(C=C(CC2=CC=NC=C2)C=C1)Br (4-(4-amino-3-bromobenzyl)pyridine). Isolated yield 77.3%. RXN SMILES: [Br:1]N1C(=O)CCC1=O.[NH2:9][C:10]1[CH:22]=[CH:21][C:13]([CH2:14][C:15]2[CH:20]=[CH:19][N:18]=[CH:17][CH:16]=2)=[CH:12][CH:11]=1.O>CN(C)C=O.[Al]>[NH2:9][C:10]1[CH:22]=[CH:21][C:13]([CH2:14][C:15]2[CH:16]=[CH:17][N:18]=[CH:19][CH:20]=2)=[CH:12][C:11]=1[Br:1]. Reported procedure: A solution of N-bromosuccinimide (1.4 gm) in 10 mL dimethylformamide was added in a dropwise manner to a solution of 4-(4-aminobenzyl)pyridine (1.5 gm) in 10 mL of dimethylformamide. The reaction flask was wrapped in aluminum foil to prevent exposure of the reagents to light. The reaction mixture was stirred at room temperature for 3 hours. The progress of the reaction was monitored by thin-layer chromatography. When the reaction was completed, the reaction mixture was combined with 100 mL of H2... The reactants are NC=1C=CC(=CC1O)C (6-amino-m-cresol), NC(=O)N (urea), Cl (hydrochloric acid), mixture, Cl (hydrochloric acid). The solvent is C(C)(=O)O (acetic acid), O (water), O (water). Yields the product OC1=C(C=CC(=C1)C)NC(=O)N (N-(2-hydroxy-4-methylphenyl)urea). Yield: 86.0%. As a reaction SMILES: [NH2:1][C:2]1[CH:3]=[CH:4][C:5]([CH3:9])=[CH:6][C:7]=1[OH:8].[NH2:10][C:11](N)=[O:12].Cl>O.C(O)(=O)C>[OH:8][C:7]1[CH:6]=[C:5]([CH3:9])[CH:4]=[CH:3][C:2]=1[NH:1][C:11]([NH2:10])=[O:12]. Procedure: To 13 ml of water, there were added 5.00 g (40.7 mmol) of 6-amino-m-cresol, 9.76 g of (162.6 mmol) of urea, 4 ml of conc. hydrochloric acid and 0.8 ml of a mixture (1:1 (v:v)) of conc. hydrochloric acid and glacial acetic acid, followed by heating under reflux for 1.5 hours. After cooling, 20 ml of water was added. The crystals thus precipitated were filtered and dried to thereby give 5.81 g (35.0 mmol) of N-(2-hydroxy-4-methylphenyl)urea as dark brown crystals. The yield was 86%. After recrysta... Reactants: O=S(Cl)c1ccccc1Br, CN, ClCCl, O. Yields the product CNS(=O)c1ccccc1Br. As a reaction SMILES: [Br:3][c:4]1[c:5]([S:10](=[O:11])[Cl:12])[cH:6][cH:7][cH:8][cH:9]1.[CH3:1][NH2:2].[Cl:14][CH2:15][Cl:16].[OH2:13]>>[CH3:1][NH:2][S:10]([c:5]1[c:4]([Br:3])[cH:9][cH:8][cH:7][cH:6]1)=[O:11]. Isolated yield 66.3%. Product: C(#N)CC(=O)NC1=C(C=CC=C1[N+](=O)[O-])C (2-cyano-N-(2-methyl-6-nitro-phenyl)-acetamide). The reactants are CC1=C(N)C(=CC=C1)[N+](=O)[O-] (2-methyl-6-nitroaniline), C(#N)CC(=O)O (cyanoacetic acid), P(Cl)(Cl)(Cl)(Cl)Cl (PCl5). Procedure details: To a solution of 2-methyl-6-nitroaniline (25 g, 164.3 mmol) in benzene (200 ml) were added cyanoacetic acid (14.5 g, 170.46 mmol) and PCl5 (35 g, 168 mmol). The reaction mixture was heated at 60° C. for 7 h. After cooling to rt, the reaction mixture was filtered and the solid was washed with benzene and water. The solid was dried under reduced pressure to afford the title acetamide (24 g, 109 mmol) as a yellow solid. Reaction conditions: temperature 60 celsius. Reaction SMILES: [CH3:1][C:2]1[CH:8]=[CH:7][CH:6]=[C:5]([N+:9]([O-:11])=[O:10])[C:3]=1[NH2:4].[C:12]([CH2:14][C:15](O)=[O:16])#[N:13].P(Cl)(Cl)(Cl)(Cl)Cl>C1C=CC=CC=1>[C:12]([CH2:14][C:15]([NH:4][C:3]1[C:5]([N+:9]([O-:11])=[O:10])=[CH:6][CH:7]=[CH:8][C:2]=1[CH3:1])=[O:16])#[N:13]. The solvent is C1=CC=CC=C1 (benzene). The reactants are CCCCCCCCCCCCN, OCC1OC1CO. The product is CCCCCCCCCCCCNC(CO)C(O)CO. As a reaction SMILES: [CH2:1]([CH2:2][CH2:3][CH2:4][CH2:5][CH2:6][CH2:7][CH2:8][CH2:9][CH2:10][CH2:11][CH3:12])[NH2:13].[O:14]1[CH:15]([CH2:16][OH:17])[CH:18]1[CH2:19][OH:20]>>[CH2:1]([CH2:2][CH2:3][CH2:4][CH2:5][CH2:6][CH2:7][CH2:8][CH2:9][CH2:10][CH2:11][CH3:12])[NH:13][CH:18]([CH:15]([OH:14])[CH2:16][OH:17])[CH2:19][OH:20].